From a dataset of the Open Reaction Database (ORD), a public repository of structured organic reaction records. describe an organic reaction: reactants, conditions, products, and yield Reactants: CCOC(C)=O, NN1CCN(Cc2ccccc2)CC1, CO, CCOC(C)=O, Cl, CC(C)(C)OC(=O)NCCC=O. Yields the product O=C1NCCCN1N1CCN(Cc2ccccc2)CC1. RXN SMILES: [C:27]([O:28][CH2:29][CH3:30])(=[O:31])[CH3:32].[CH2:13]([c:14]1[cH:15][cH:16][cH:17][cH:18][cH:19]1)[N:20]1[CH2:21][CH2:22][N:23]([NH2:26])[CH2:24][CH2:25]1.[CH3:34][OH:35].[CH3:36][CH2:37][O:38][C:39](=[O:40])[CH3:41].[ClH:33].[O:1]=[CH:2][CH2:3][CH2:4][NH:5][C:6]([O:7][C:8]([CH3:9])([CH3:10])[CH3:11])=[O:12]>>[CH2:2]1[CH2:3][CH2:4][NH:5][C:6](=[O:12])[N:26]1[N:23]1[CH2:22][CH2:21][N:20]([CH2:13][c:14]2[cH:15][cH:16][cH:17][cH:18][cH:19]2)[CH2:25][CH2:24]1.